Dataset: the Open Reaction Database (ORD), a public repository of structured organic reaction records. Task: describe an organic reaction: reactants, conditions, products, and yield Reactants: C(CCCCCCCCCCCCCCCCCC)C(O)(CCCCCCCCCC)CCCCCCCCCCCCCC (n-nonadecyl-n-tetradecyl-n-decylcarbinol), [Cl-].[Ca+2].[Cl-] (calcium chloride), Cl (HCl). The solvent is C(Cl)Cl (methylene chloride). Yields the product C(CCCCCCCCCCCCCCCCCC)C(CCCCCCCCCC)(CCCCCCCCCCCCCC)Cl (n-nonadecyl-n-tetradecyl-n-decylmethylchloride). Reaction SMILES: [CH2:1]([C:20]([CH2:32][CH2:33][CH2:34][CH2:35][CH2:36][CH2:37][CH2:38][CH2:39][CH2:40][CH2:41][CH2:42][CH2:43][CH2:44][CH3:45])([CH2:22][CH2:23][CH2:24][CH2:25][CH2:26][CH2:27][CH2:28][CH2:29][CH2:30][CH3:31])O)[CH2:2][CH2:3][CH2:4][CH2:5][CH2:6][CH2:7][CH2:8][CH2:9][CH2:10][CH2:11][CH2:12][CH2:13][CH2:14][CH2:15][CH2:16][CH2:17][CH2:18][CH3:19].[Cl-:46].[Ca+2].[Cl-].Cl>C(Cl)Cl>[CH2:1]([C:20]([Cl:46])([CH2:32][CH2:33][CH2:34][CH2:35][CH2:36][CH2:37][CH2:38][CH2:39][CH2:40][CH2:41][CH2:42][CH2:43][CH2:44][CH3:45])[CH2:22][CH2:23][CH2:24][CH2:25][CH2:26][CH2:27][CH2:28][CH2:29][CH2:30][CH3:31])[CH2:2][CH2:3][CH2:4][CH2:5][CH2:6][CH2:7][CH2:8][CH2:9][CH2:10][CH2:11][CH2:12][CH2:13][CH2:14][CH2:15][CH2:16][CH2:17][CH2:18][CH3:19] |f:1.2.3|. Procedure: One mole of n-nonadecyl-n-tetradecyl-n-decylcarbinol is added to 0.2 liters of methylene chloride and 0.32 moles calcium chloride. Approximately 1.5 moles of HCl gas is slowly bubbled through the solution. The product mixture is then washed with 1 liter of a 10% sodium carbonate solution. The organic layer is dried with magnesium sulfate and the methylene chloride is evaporated off to give n-nonadecyl-n-tetradecyl-n-decylmethylchloride. Starting materials: C1CCOC1, COC(=O)C=CC=CCSc1ccc2ccccc2c1, CO, [K+], NO, [OH-]. Product: O=C(C=CC=CCSc1ccc2ccccc2c1)NO. RXN SMILES: [CH2:27]1[O:28][CH2:29][CH2:30][CH2:31]1.[CH3:1][O:2][C:3]([CH:4]=[CH:5][CH:6]=[CH:7][CH2:8][S:9][c:10]1[cH:11][c:12]2[cH:13][cH:14][cH:15][cH:16][c:17]2[cH:18][cH:19]1)=[O:20].[CH3:25][OH:26].[K+:24].[NH2:21][OH:22].[OH-:23]>>[O:2]=[C:3]([CH:4]=[CH:5][CH:6]=[CH:7][CH2:8][S:9][c:10]1[cH:11][c:12]2[cH:13][cH:14][cH:15][cH:16][c:17]2[cH:18][cH:19]1)[NH:21][OH:22]. Reaction SMILES: [I-:23].[K+:22].[N:18]([O-:19])=[O:20].[NH2:1][c:2]1[c:3]([C:4](=[O:5])[O:6][CH3:7])[cH:8][cH:9][c:10]([Br:12])[cH:11]1.[Na+:21].[Na+:25].[OH-:24].[OH2:26].[S:13](=[O:14])(=[O:15])([OH:16])[OH:17]>>[c:2]1([I:23])[c:3]([C:4](=[O:5])[O:6][CH3:7])[cH:8][cH:9][c:10]([Br:12])[cH:11]1. Product: COC(=O)c1ccc(Br)cc1I. The reactants are [I-], [K+], O=N[O-], COC(=O)c1ccc(Br)cc1N, [Na+], [Na+], [OH-], O, O=S(=O)(O)O. Starting materials: N(=C=O)CCC[Si](OCC)(OCC)OCC (3-Isocyanatopropyltriethoxysilane), NCCC[Si](OCC)(OCC)OCC (3-aminopropyltriethoxy-silane). Product: NC(=O)N.CCO[Si](OCC)(OCC)OCC (Urea TEOS). As a reaction SMILES: [N:1](CCC[Si:7]([O:14][CH2:15][CH3:16])([O:11][CH2:12][CH3:13])[O:8][CH2:9][CH3:10])=[C:2]=[O:3].[NH2:17]CCC[Si](OCC)(OCC)[O:22][CH2:23][CH3:24]>>[NH2:1][C:2]([NH2:17])=[O:3].[CH3:24][CH2:23][O:22][Si:7]([O:8][CH2:9][CH3:10])([O:11][CH2:12][CH3:13])[O:14][CH2:15][CH3:16] |f:2.3|. Procedure: 3-Isocyanatopropyltriethoxysilane (12.4 g, 50 mmol) is added dropwise over a period of 25 minutes to vigorously stirred 3-aminopropyltriethoxy-silane (11.6 g, 50 mmol). After sixty minutes, the exothermic reaction is complete yielding a white waxy solid with the following structure: ##STR7## Isolated yield 49.0%. Yields the product BrC1=C(SC(=C1Br)Br)C(C(=O)O)=O ((3,4,5-tribromothiophen-2-yl)-oxo-acetic acid), solid. The reactants are C(C)OC(C(=O)C=1SC(=C(C1Br)Br)Br)=O ((3,4,5-tribromothiophen-2-yl)-oxo-acetic acid ethyl ester), Cl (HCl). Procedure: A solution of (3,4,5-tribromothiophen-2-yl)-oxo-acetic acid ethyl ester (0.4 g, 0.95 mmol) in acetone (10 ml), water (2 ml), and conc. HCl (8 ml) was stirred under reflux for 1.5 hours. The reaction mixture was allowed to cool to ambient temperature and concentrated in vacuo to remove acetone which gave rise to solids which were collected, washed with water and dried. (3,4,5-tribromothiophen-2-yl)-oxo-acetic acid was thus obtained as a light yellow solid (0.17 g, 49%). MS (M−H)−: 392.75; 13C NMR... Run in CC(=O)C (acetone), O (water). Reaction SMILES: C([O:3][C:4](=[O:15])[C:5]([C:7]1[S:8][C:9]([Br:14])=[C:10]([Br:13])[C:11]=1[Br:12])=[O:6])C.Cl>CC(C)=O.O>[Br:12][C:11]1[C:10]([Br:13])=[C:9]([Br:14])[S:8][C:7]=1[C:5](=[O:6])[C:4]([OH:15])=[O:3].